describe an organic reaction: reactants, conditions, products, and yield From a dataset of the Open Reaction Database (ORD), a public repository of structured organic reaction records. Reactants: C(C)C1=NC=2C(=NC(=CC2C)C)N1 (2-Ethyl-5,7-dimethyl-3H-imidazo[4,5-b]pyridine), [I-].C1=C(C=CC=2NC3=C(CCC21)C=CC=C3)C[N+]3(CCCCC3)C (1-(10,11-Dihydro-5H-dibenzo[b,f]azepin-2-ylmethyl)-1-methylpiperidinium iodide), O (water), [OH-].[Li+] (lithium hydroxide). The solvent is CN(C)C=O (DMF), CN(C)C=O (DMF). Run at time 15 minute. Yields the product C(C)C1=NC=2C(=NC(=CC2C)C)N1CC1=CC2=C(NC3=C(CC2)C=CC=C3)C=C1 (2-(2-ethyl-5,7-dimethyl-3H-imidazo[4,5-b]pyridin-3-yl)methyl-10,11-dihydro-5H-dibenzo[b,f]azepine). Isolated yield 46.0%. As a reaction SMILES: [CH2:1]([C:3]1[NH:13][C:6]2=[N:7][C:8]([CH3:12])=[CH:9][C:10]([CH3:11])=[C:5]2[N:4]=1)[CH3:2].[OH-].[Li+].[I-].[CH:17]1[C:27]2[CH2:26][CH2:25][C:24]3[CH:28]=[CH:29][CH:30]=[CH:31][C:23]=3[NH:22][C:21]=2[CH:20]=[CH:19][C:18]=1[CH2:32][N+]1(C)CCCCC1.O>CN(C=O)C>[CH2:1]([C:3]1[N:13]([CH2:32][C:18]2[CH:19]=[CH:20][C:21]3[NH:22][C:23]4[CH:31]=[CH:30][CH:29]=[CH:28][C:24]=4[CH2:25][CH2:26][C:27]=3[CH:17]=2)[C:6]2=[N:7][C:8]([CH3:12])=[CH:9][C:10]([CH3:11])=[C:5]2[N:4]=1)[CH3:2] |f:1.2,3.4|. Procedure: [step 1] 2-Ethyl-5,7-dimethyl-3H-imidazo[4,5-b]pyridine (U.S. Pat. No. 5,332,744; 36.55 g, 209 mmol) was dissolved in DMF (365.5 mL), and the solution was added with lithium hydroxide (5.62 g, 235 mmol), followed by stirring at room temperature for 15 min. 1-(10,11-Dihydro-5H-dibenzo[b,f]azepin-2-ylmethyl)-1-methylpiperidinium iodide (JP-A-7-61983; 95.0 g, 219 mmol) and DMF (73.1 mL) were added thereto, and the mixture was stirred at 40° C. for 8 hr. After cooling to room temperature, water (175...